From a dataset of the Open Reaction Database (ORD), a public repository of structured organic reaction records. describe an organic reaction: reactants, conditions, products, and yield Reactants: C1COCCO1, N#Cc1ccc(OCc2ccccc2)c(C#N)c1, CC(N)=S, Cl, CN(C)C=O. Yields the product N#Cc1cc(C(N)=S)ccc1OCc1ccccc1. Reaction SMILES: [CH2:2]1[O:3][CH2:4][CH2:5][O:6][CH2:7]1.[CH2:8]([c:9]1[cH:10][cH:11][cH:12][cH:13][cH:14]1)[O:15][c:16]1[c:17]([C:24]#[N:25])[cH:18][c:19]([C:20]#[N:21])[cH:22][cH:23]1.[CH3:26][C:27]([NH2:28])=[S:29].[ClH:1].[O:30]=[CH:31][N:32]([CH3:33])[CH3:34]>>[CH2:8]([c:9]1[cH:10][cH:11][cH:12][cH:13][cH:14]1)[O:15][c:16]1[c:17]([C:24]#[N:25])[cH:18][c:19]([C:20]([NH2:21])=[S:29])[cH:22][cH:23]1. The reactants are 1E, BrC1=C2C(C(N(C2=CC=C1)CCCCC)=O)C1=CC2=C(OCO2)C=C1O (4-bromo-3-(6-hydroxy-1,3-benzodioxol-5-yl)-1-pentyl-1,3-dihydro-2H-indol-2-one), BrC1=C2C(C(N(C2=CC=C1)CC(=O)OCC)=O)C=1C(=CC2=C(CC(O2)(C)C)C1)O (ethyl [4-bromo-3-(6-hydroxy-2,2-dimethyl-2,3-dihydro-1-benzofuran-5-yl)-2-oxo-2,3-dihydro-1H-indol-1-yl]acetate). The product is BrC1=C2C(C(N(C2=CC=C1)CC(=O)OCC)=O)(CO)C=1C(=CC2=C(CC(O2)(C)C)C1)O (ethyl [4-bromo-3-(6-hydroxy-2,2-dimethyl-2,3-dihydro-1-benzofuran-5-yl)-3-(hydroxymethyl)-2-oxo-2,3-dihydro-1H-indol-1-yl]acetate). As a reaction SMILES: BrC1C=CC=C2C=1C(C1C(O)=CC3OCOC=3C=1)[C:5](=[O:16])N2CCCCC.[Br:27][C:28]1[CH:36]=[CH:35][CH:34]=[C:33]2[C:29]=1[CH:30]([C:44]1[C:45]([OH:55])=[CH:46][C:47]3[O:51][C:50]([CH3:53])([CH3:52])[CH2:49][C:48]=3[CH:54]=1)[C:31](=[O:43])[N:32]2[CH2:37][C:38]([O:40][CH2:41][CH3:42])=[O:39]>>[Br:27][C:28]1[CH:36]=[CH:35][CH:34]=[C:33]2[C:29]=1[C:30]([C:44]1[C:45]([OH:55])=[CH:46][C:47]3[O:51][C:50]([CH3:52])([CH3:53])[CH2:49][C:48]=3[CH:54]=1)([CH2:5][OH:16])[C:31](=[O:43])[N:32]2[CH2:37][C:38]([O:40][CH2:41][CH3:42])=[O:39]. Reported procedure: Following the procedure as described in PREPARATION 1E, and making non-critical variations to replace 4-bromo-3-(6-hydroxy-1,3-benzodioxol-5-yl)-1-pentyl-1,3-dihydro-2H-indol-2-one with ethyl [4-bromo-3-(6-hydroxy-2,2-dimethyl-2,3-dihydro-1-benzofuran-5-yl)-2-oxo-2,3-dihydro-1H-indol-1-yl]acetate, the title compound was obtained (25%): MS (ES+) m/z 490.5 (M+1), 492.5 (M+1). Reactants: COc1ccccc1OC(=O)c1ccccc1, O=S(=O)(O)Cl, ClCCl. Reaction SMILES: [C:1]([c:2]1[cH:3][cH:4][cH:5][cH:6][cH:7]1)(=[O:8])[O:9][c:10]1[c:11]([O:16][CH3:17])[cH:12][cH:13][cH:14][cH:15]1.[Cl:18][S:19](=[O:20])(=[O:21])[OH:22].[Cl:23][CH2:24][Cl:25]>>[C:1]([c:2]1[cH:3][cH:4][cH:5][cH:6][cH:7]1)(=[O:8])[O:9][c:10]1[c:11]([O:16][CH3:17])[cH:12][cH:13][c:14]([S:19](=[O:20])(=[O:21])[OH:22])[cH:15]1. Yields the product COc1ccc(S(=O)(=O)O)cc1OC(=O)c1ccccc1. The reactants are NC1=NN2C(C=N1)=C(N=C2CCC)C (2-Amino-5-methyl-7-propylimidazo[5,1-f]-as-triazine), CC1(CC(CC(C1)=O)=O)C (5,5-dimethylcyclohexane-1,3-dione). Run in C(C)O (ethanol), C(C)O (ethanol). The product is NC1=NN2C(C(N1)C1C(CC(CC1=O)(C)C)=O)=C(N=C2CCC)C (2-Amino-3,4-dihydro-4(4,4-dimethyl-2,6-dioxocyclohexyl)-5-methyl-7-propylimidazo[5,1-f]-as-triazine). As a reaction SMILES: [NH2:1][C:2]1[N:7]=[CH:6][C:5]2=[C:8]([CH3:14])[N:9]=[C:10]([CH2:11][CH2:12][CH3:13])[N:4]2[N:3]=1.[CH3:15][C:16]1([CH3:24])[CH2:21][C:20](=[O:22])[CH2:19][C:18](=[O:23])[CH2:17]1>C(O)C>[NH2:1][C:2]1[NH:7][CH:6]([CH:19]2[C:20](=[O:22])[CH2:21][C:16]([CH3:24])([CH3:15])[CH2:17][C:18]2=[O:23])[C:5]2=[C:8]([CH3:14])[N:9]=[C:10]([CH2:11][CH2:12][CH3:13])[N:4]2[N:3]=1. Procedure details: 2-Amino-5-methyl-7-propylimidazo[5,1-f]-as-triazine (Example 4) (1 g.) in aqueous ethanol (20 ml., 1:1) and 5,5-dimethylcyclohexane-1,3-dione (1 g.) in aqueous ethanol (20 ml., 1:1) were mixed. The solid was collected and dried and had m.p. 243°. Reactants: OCC(CO)(CO)[N-]CCCCCCCCCCCCCCCCCC (N-[2-hydroxy-1,1-bis(hydroxymethyl)ethyl]octadecyl-amide), solution, B2H6. The solvent is C1CCOC1 (THF). Reaction conditions: temperature 0 celsius, time 8 hour. Product: C(CCCCCCCCCCCCCCCCC)NC(CO)(CO)CO (2-(octadecylamino)-2-(hydroxymethyl)propane-1,3-diol). RXN SMILES: [OH:1][CH2:2][C:3]([N-:8][CH2:9][CH2:10][CH2:11][CH2:12][CH2:13][CH2:14][CH2:15][CH2:16][CH2:17][CH2:18][CH2:19][CH2:20][CH2:21][CH2:22][CH2:23][CH2:24][CH2:25][CH3:26])([CH2:6][OH:7])[CH2:4][OH:5].[H]1[BH2][H][BH2]1>C1COCC1>[CH2:9]([NH:8][C:3]([CH2:6][OH:7])([CH2:4][OH:5])[CH2:2][OH:1])[CH2:10][CH2:11][CH2:12][CH2:13][CH2:14][CH2:15][CH2:16][CH2:17][CH2:18][CH2:19][CH2:20][CH2:21][CH2:22][CH2:23][CH2:24][CH2:25][CH3:26]. Procedure: 2 g of the resulted N-[2-hydroxy-1,1-bis(hydroxymethyl)ethyl]octadecyl-amide were transferred to a three necks round bottom flask equipped with a dropping funnel, a cooling bath, and a magnetic stirrer. The compound was dissolved in 50 ml dry THF and the solution was cooled to 0° C. 40 ml of 1.0 M solution of B2H6 in THF (borane tetrahydrofuran complex) were added dropwise through the dropping funnel during 2 hours and then the mixture was left to react for another 2 hours at 0° C. The cooling b... The solvent is C(Cl)Cl (methylene chloride), C(C)N(CC)CC (triethylamine). Yield: 46.3%. Reaction conditions: time 3.5 hour. The reactants are FC1=C(C=CC(=C1)F)C1(OC1)[C@@H](C)O ((1R)-1-[2-(2,4-Difluorophenyl)-2-oxiranyl]ethanol), [N+](=O)([O-])C=1C=C(C(=O)Cl)C=C(C1)[N+](=O)[O-] (3,5-dinitrobenzoyl chloride). Procedure details: (1R)-1-[2-(2,4-Difluorophenyl)-2-oxiranyl]ethanol (31.5 g) and 40 g of 3,5-dinitrobenzoyl chloride were dissolved in 500 ml of methylene chloride and, with ice cooling, 24.1 ml of triethylamine was added dropwise thereinto. The reaction solution was stirred at room temperature for 3.5 hours, washed with 150 ml of water and then with 150 ml of 5% aqueous solution of sodium bicarbonate, dried over magnesium sulfate and concentrated under reduced pressure. The crystals separated out were collected ... Product: FC1=C(C=CC(=C1)F)[C@]1(OC1)[C@@H](C)OC(C1=CC(=CC(=C1)[N+](=O)[O-])[N+](=O)[O-])=O ([(1R)-1-[(2R)-2-(2,4-difluorophenyl)- 2-oxiranyl]ethyl]3,5-dinitrobenzoate). RXN SMILES: [F:1][C:2]1[CH:7]=[C:6]([F:8])[CH:5]=[CH:4][C:3]=1[C:9]1([C@H:12]([OH:14])[CH3:13])[CH2:11][O:10]1.[N+:15]([C:18]1[CH:19]=[C:20]([CH:24]=[C:25]([N+:27]([O-:29])=[O:28])[CH:26]=1)[C:21](Cl)=[O:22])([O-:17])=[O:16]>C(Cl)Cl.C(N(CC)CC)C>[F:1][C:2]1[CH:7]=[C:6]([F:8])[CH:5]=[CH:4][C:3]=1[C@:9]1([C@H:12]([O:14][C:21](=[O:22])[C:20]2[CH:19]=[C:18]([N+:15]([O-:17])=[O:16])[CH:26]=[C:25]([N+:27]([O-:29])=[O:28])[CH:24]=2)[CH3:13])[CH2:11][O:10]1.